Dataset: the Open Reaction Database (ORD), a public repository of structured organic reaction records. Task: describe an organic reaction: reactants, conditions, products, and yield As a reaction SMILES: [CH2:1]([c:2]1[cH:3][cH:4][cH:5][cH:6][cH:7]1)[N:8]1[C:9](=[O:18])[CH:10]2[CH2:11][CH2:12][CH:13]([C:14]1=[O:15])[N:16]2[CH3:17].[ClH:19].[OH2:26].[nH+:20]1[cH:21][cH:22][cH:23][cH:24][cH:25]1>>[CH2:1]([c:2]1[cH:3][cH:4][cH:5][cH:6][cH:7]1)[N:8]1[C:9](=[O:18])[CH:10]2[CH2:11][CH2:12][CH:13]([C:14]1=[O:15])[NH:16]2. Reactants: CN1C2CCC1C(=O)N(Cc1ccccc1)C2=O, Cl, O, c1cc[nH+]cc1. Yields the product O=C1C2CCC(N2)C(=O)N1Cc1ccccc1. The reactants are N1C=NC=C1 (imidazole), P(=O)([O-])([O-])[O-].[K+].[K+].[K+] (potassium phosphate), FC=1C=C(C=CC1F)[N+](=O)[O-] (3,4-difluoronitrobenzene). Solvent: C(C)(=O)OCC (ethyl acetate), CS(=O)C (DMSO). Reaction conditions: temperature 90 celsius. Product: FC=1C=C(C=CC1N1C=NC=C1)[N+](=O)[O-] (3-Fluoro-4-(1H-imidazol-1-yl)nitrobenzene). Isolated yield 92.2%. RXN SMILES: [NH:1]1[CH:5]=[CH:4][N:3]=[CH:2]1.P([O-])([O-])([O-])=O.[K+].[K+].[K+].[F:14][C:15]1[CH:16]=[C:17]([N+:22]([O-:24])=[O:23])[CH:18]=[CH:19][C:20]=1F>CS(C)=O.C(OCC)(=O)C>[F:14][C:15]1[CH:16]=[C:17]([N+:22]([O-:24])=[O:23])[CH:18]=[CH:19][C:20]=1[N:1]1[CH:5]=[CH:4][N:3]=[CH:2]1 |f:1.2.3.4|. Procedure details: A solution of 2.14 g (31.4 mmol) of imidazole and 10.9 g (62.8 mmol) of dibasic potassium phosphate in 190 mL DMSO was treated with 5.25 g (3.7 mL, 32.9 mmol) of 3,4-difluoronitrobenzene followed by warming at 90° C. for 18 h. The solution was diluted with ethyl acetate and was extracted with water. The water layer was back-extracted with ethyl acetate and the combined organic layers were then extracted with water (2×). The organic layer was dried (Na2SO4) and concentrated in vacuo to afford a b... Reactants: FC(S(=O)(=O)OC1=C(C=C(C(=O)OC)C=C1)C(=O)OC)(F)F (Dimethyl 4-(trifluoromethylsulfonyloxy)isophthalate), FC1=C(C=C(C=C1)F)B(O)O (2,5-difluorophenylboronic acid), C([O-])([O-])=O.[K+].[K+] (potassium carbonate). Reagents/catalysts: C=1C=CC(=CC1)[P](C=2C=CC=CC2)(C=3C=CC=CC3)[Pd]([P](C=4C=CC=CC4)(C=5C=CC=CC5)C=6C=CC=CC6)([P](C=7C=CC=CC7)(C=8C=CC=CC8)C=9C=CC=CC9)[P](C=1C=CC=CC1)(C=1C=CC=CC1)C=1C=CC=CC1 (Tetrakis(triphenylphosphine)palladium). Run in CN(C)C=O (DMF), [Cl-].[Na+].O (brine). Run at temperature 90 celsius, time 17 hour. Yields the product FC1=C(C=C(C=C1)F)C=1C(=CC(=CC1)C(=O)OC)C(=O)OC (Dimethyl 2′,5′-difluoro-1,1′-biphenyl-2,4-dicarboxylate). Yield: 90.1%. As a reaction SMILES: FC(F)(F)S(O[C:7]1[CH:16]=[CH:15][C:10]([C:11]([O:13][CH3:14])=[O:12])=[CH:9][C:8]=1[C:17]([O:19][CH3:20])=[O:18])(=O)=O.[F:23][C:24]1[CH:29]=[CH:28][C:27]([F:30])=[CH:26][C:25]=1B(O)O.C(=O)([O-])[O-].[K+].[K+]>CN(C=O)C.[Cl-].[Na+].O.C1C=CC([P]([Pd]([P](C2C=CC=CC=2)(C2C=CC=CC=2)C2C=CC=CC=2)([P](C2C=CC=CC=2)(C2C=CC=CC=2)C2C=CC=CC=2)[P](C2C=CC=CC=2)(C2C=CC=CC=2)C2C=CC=CC=2)(C2C=CC=CC=2)C2C=CC=CC=2)=CC=1>[F:23][C:24]1[CH:29]=[CH:28][C:27]([F:30])=[CH:26][C:25]=1[C:7]1[C:8]([C:17]([O:19][CH3:20])=[O:18])=[CH:9][C:10]([C:11]([O:13][CH3:14])=[O:12])=[CH:15][CH:16]=1 |f:2.3.4,6.7.8,^1:51,53,72,91|. Procedure details: To a stirred solution of dimethyl 4-(trifluoromethylsulfonyloxy)isophthalate 66.13B (1.00 g, 2.9 mmol) in DMF (5.8 mL) at 23° C. was added 2,5-difluorophenylboronic acid (0.69 g, 4.4 mmol) (commercially available from Aldrich), and potassium carbonate (1.2 g, 8.8 mmol). Tetrakis(triphenylphosphine)palladium (0.24 g, 0.20 mmol) was then added to the mixture. The mixture was heated to 90° C. and was stirred for 17 hours. The reaction was then cooled to room temperature, diluted with brine and extr... The reactants are O (water), [H-].[Al+3].[Li+].[H-].[H-].[H-] (lithium aluminum hydride), N12CCCC2(CCC1)CN(C=O)C1=CC=C(C2=CC=CC=C12)OC (1-[N-(1-Azabicyclo[3.3.0 ]octan-5-yl )methyl-N-formylamino]-4-methoxynaphthalene). Run in C1CCOC1 (THF), C1CCOC1 (THF). Yields the product N12CCCC2(CCC1)CNC1=CC=C(C2=CC=CC=C12)OC (1-(1- Azabicyclo[3.3.0]octan-5-yl)methylamino-4-methoxynaphthalene). Yield: 65.6%. Reaction SMILES: [H-].[Al+3].[Li+].[H-].[H-].[H-].[N:7]12[CH2:14][CH2:13][CH2:12][C:11]1([CH2:15][N:16]([C:19]1[C:28]3[C:23](=[CH:24][CH:25]=[CH:26][CH:27]=3)[C:22]([O:29][CH3:30])=[CH:21][CH:20]=1)C=O)[CH2:10][CH2:9][CH2:8]2.O>C1COCC1>[N:7]12[CH2:14][CH2:13][CH2:12][C:11]1([CH2:15][NH:16][C:19]1[C:28]3[C:23](=[CH:24][CH:25]=[CH:26][CH:27]=3)[C:22]([O:29][CH3:30])=[CH:21][CH:20]=1)[CH2:10][CH2:9][CH2:8]2 |f:0.1.2.3.4.5|. Procedure: To lithium aluminum hydride (1.76 g, 46.3 mmol) in THF (43 ml), 1-[N-(1-Azabicyclo[3.3.0 ]octan-5-yl )methyl-N-formylamino]-4-methoxynaphthalene (3.00 g, 9.26 mmol) in THF (15 ml) was added dropwise at room temperature. After refluxed for 1 hour, the reaction mixture was cooled and chilled water was added dropwise. Formed solids were removed by filtration and the filtrate was concentrated in vacuo and purified by chromatography to afford the desired compound (1.80 g, 62.7%), as a pale yellow liq...